From a dataset of the Open Reaction Database (ORD), a public repository of structured organic reaction records. describe an organic reaction: reactants, conditions, products, and yield The reactants are C1(CCCCC1)C1=CC=C(C(=O)O)C=C1 (4-cyclohexylbenzoic acid), C(C)N=C=NCCCN(C)C (1-ethyl-3-(3-dimethylamino-propyl)carbodiimide), ON1N=NC2=C1C=CC=C2 (1-hydroxybenzotriazole), C(C)(C)N(CC)C(C)C (diisopropylethylamine), COC1=CC=C(CN(CC2CCOCC2)CC=2C=C3CC[C@@H](CC3=CC2)CN)C=C1 (((S)-6-{[(4-methoxybenzyl)-(tetrahydropyran-4-ylmethyl)amino]methyl}-1,2,3,4-tetrahydronaphthalen-2-yl)methylamine). The solvent is CN(C)C=O (DMF). The product is C1(CCCCC1)C1=CC=C(C(=O)N(C)[C@@H]2CC3=CC=C(C=C3CC2)CN(CC2CCOCC2)CC2=CC=C(C=C2)OC)C=C1 (4-Cyclohexyl-N—((S)-6-{[(4-methoxybenzyl)(tetrahydropyran-4-ylmethyl)amino]methyl}-1,2,3,4-tetrahydronaphthalen-2-yl)-N-methylbenzamide). Reaction SMILES: [CH:1]1([C:7]2[CH:15]=[CH:14][C:10]([C:11]([OH:13])=O)=[CH:9][CH:8]=2)[CH2:6][CH2:5][CH2:4][CH2:3][CH2:2]1.[CH2:16]([N:18]=C=NCCCN(C)C)C.ON1C2C=CC=CC=2N=N1.C(N(C(C)C)CC)(C)C.[CH3:46][O:47][C:48]1[CH:75]=[CH:74][C:51]([CH2:52][N:53]([CH2:61][C:62]2[CH:63]=[C:64]3[C:69](=[CH:70][CH:71]=2)[CH2:68][C@@H:67](CN)[CH2:66][CH2:65]3)[CH2:54][CH:55]2[CH2:60][CH2:59][O:58][CH2:57][CH2:56]2)=[CH:50][CH:49]=1>CN(C=O)C>[CH:1]1([C:7]2[CH:8]=[CH:9][C:10]([C:11]([N:18]([C@H:67]3[CH2:66][CH2:65][C:64]4[C:69](=[CH:70][CH:71]=[C:62]([CH2:61][N:53]([CH2:52][C:51]5[CH:50]=[CH:49][C:48]([O:47][CH3:46])=[CH:75][CH:74]=5)[CH2:54][CH:55]5[CH2:60][CH2:59][O:58][CH2:57][CH2:56]5)[CH:63]=4)[CH2:68]3)[CH3:16])=[O:13])=[CH:14][CH:15]=2)[CH2:2][CH2:3][CH2:4][CH2:5][CH2:6]1. Reported procedure: A mixture of 4-cyclohexylbenzoic acid (45 mg), DMF (1 ml), 1-ethyl-3-(3-dimethylamino-propyl)carbodiimide (hydrochloride, 45 mg) and 1-hydroxybenzotriazole (32 mg) was admixed after 5 minutes with diisopropylethylamine (30 mg) and ((S)-6-{[(4-methoxybenzyl)-(tetrahydropyran-4-ylmethyl)amino]methyl}-1,2,3,4-tetrahydronaphthalen-2-yl)methylamine (80 mg). Volatile fractions were removed after 12 hours. The residue was purified by preparative HPLC. The product was thus obtained with the molecular we...